This data is from the Open Reaction Database (ORD), a public repository of structured organic reaction records. The task is: describe an organic reaction: reactants, conditions, products, and yield Starting materials: OCCBr, Oc1ccc(Br)cc1, CCO, [Na+], [OH-]. Product: OCCOc1ccc(Br)cc1. Reaction SMILES: [Br:11][CH2:12][CH2:13][OH:14].[Br:1][c:2]1[cH:3][cH:4][c:5]([OH:8])[cH:6][cH:7]1.[CH3:15][CH2:16][OH:17].[Na+:10].[OH-:9]>>[Br:1][c:2]1[cH:3][cH:4][c:5]([O:8][CH2:12][CH2:13][OH:14])[cH:6][cH:7]1. The reactants are C(CCC)(=O)C=1C(NC2=C(C=CC=C2C1)C=C)=O (3-Butyryl-8-vinylquinolone), P(=O)(Cl)(Cl)Cl (phosphoryl chloride). Solvent: C(Cl)(Cl)Cl (chloroform). The product is C(CCC)(=O)C=1C=NC2=C(C=CC=C2C1Cl)C=C (3-butyryl-4-chloro-8-vinylquinoline). Yield: 38.5%. RXN SMILES: [C:1]([C:6]1[C:7](=O)[NH:8][C:9]2[C:14]([CH:15]=1)=[CH:13][CH:12]=[CH:11][C:10]=2[CH:16]=[CH2:17])(=[O:5])[CH2:2][CH2:3][CH3:4].P(Cl)(Cl)([Cl:21])=O>C(Cl)(Cl)Cl>[C:1]([C:6]1[CH:7]=[N:8][C:9]2[C:14]([C:15]=1[Cl:21])=[CH:13][CH:12]=[CH:11][C:10]=2[CH:16]=[CH2:17])(=[O:5])[CH2:2][CH2:3][CH3:4]. Procedure: 3-Butyryl-8-vinylquinolone (23 g, 95 mmol) was heated under reflux in a mixture of phosphoryl chloride (I00 ml) and chloroform (100 ml) for 45 minutes. The solvent was evaporated and the residue was mixed with ice, neutralized with ammonia solution and extracted into dichloromethane. The organic solution was washed successively with sodium hydrogen carbonate solution and brine, dried (anhyd. MgSO4), filtered and evaporated. Chromatography (silica gel, 2% methanol in dichloromethane) afforded 3-b... Starting materials: S1C=NC=2C1=CC=CC2S(=O)(=O)NC2=CC=C(C(=O)O)C=C2 (4-(benzo[d]thiazole-4-sulfonamido)benzoic acid), O.NN (hydrazine hydrate). Solvent: CCO (EtOH). Conditions: temperature 130 celsius, time 1.5 hour. The product is NC1=C(C=CC=C1S)S(=O)(=O)NC1=CC=C(C(=O)O)C=C1 (4-(2-amino-3-mercaptophenylsulfonamido)benzoic acid). Yield: 92.3%. As a reaction SMILES: [S:1]1[C:5]2=[CH:6][CH:7]=[CH:8][C:9]([S:10]([NH:13][C:14]3[CH:22]=[CH:21][C:17]([C:18]([OH:20])=[O:19])=[CH:16][CH:15]=3)(=[O:12])=[O:11])=[C:4]2[N:3]=C1.O.NN>CCO>[NH2:3][C:4]1[C:5]([SH:1])=[CH:6][CH:7]=[CH:8][C:9]=1[S:10]([NH:13][C:14]1[CH:22]=[CH:21][C:17]([C:18]([OH:20])=[O:19])=[CH:16][CH:15]=1)(=[O:11])=[O:12] |f:1.2|. Reported procedure: To a solution of 4-(benzo[d]thiazole-4-sulfonamido)benzoic acid (500 mg, 1.5 mmol) in 6 mL of EtOH was added hydrazine hydrate (479 mg, 15 mmol) at r.t. The reaction mixture was then stirred at 130° C. in microwave for 1.5 h. The resulting mixture was then cooled, and partitioned between water and EtOAc. The organic phase was washed with brine, dried over anhy. Na2SO4 and concentrated in vacuo to afford the title compound (449.0 mg). LC-MS: m/z 323.4 (M+H)+ Starting materials: COc1ccc(COC(=NC(C)C)NC(C)C)cc1, O=C1c2c(O)cncc2C(=O)c2c(Cl)ccc(F)c21, ClCCl. Yields the product COc1ccc(COc2cncc3c2C(=O)c2c(F)ccc(Cl)c2C3=O)cc1. As a reaction SMILES: [CH3:20][O:21][c:22]1[cH:23][cH:24][c:25]([CH2:26][O:27][C:28](=[N:29][CH:30]([CH3:31])[CH3:32])[NH:33][CH:34]([CH3:35])[CH3:36])[cH:37][cH:38]1.[Cl:1][c:2]1[cH:3][cH:4][c:5]([F:19])[c:6]2[c:15]1[C:14](=[O:16])[c:13]1[c:8]([c:9]([OH:17])[cH:10][n:11][cH:12]1)[C:7]2=[O:18].[Cl:39][CH2:40][Cl:41]>>[Cl:1][c:2]1[cH:3][cH:4][c:5]([F:19])[c:6]2[c:15]1[C:14](=[O:16])[c:13]1[c:8]([c:9]([O:17][CH2:26][c:25]3[cH:24][cH:23][c:22]([O:21][CH3:20])[cH:38][cH:37]3)[cH:10][n:11][cH:12]1)[C:7]2=[O:18]. Reactants: N1=CC(=C(C=C1)N)N (3,4-pyridinediamine), O1C(=CC=C1)CN1C(=NC2=C1C=CC=C2)NC2CCN(CC2)CCN=C=S (1-(2-furanylmethyl)-N-[1-(2-isothiocyanatoethyl)-4-piperidinyl]-1H-benzimidazol-2-amine). The solvent is O1CCCC1 (tetrahydrofuran). The product is 18, NC1=C(C=NC=C1)NC(=S)NCCN1CCC(CC1)NC1=NC2=C(N1CC=1OC=CC1)C=CC=C2 (N-(4-amino-3-pyridinyl)-N'-[2-[4-[[1-(2-furanylmethyl)-1H-benzimidazol-2-yl]amino]-1-piperidinyl]ethyl]thiourea). The yield is 87.0%. RXN SMILES: [N:1]1[CH:6]=[CH:5][C:4]([NH2:7])=[C:3]([NH2:8])[CH:2]=1.[O:9]1[CH:13]=[CH:12][CH:11]=[C:10]1[CH2:14][N:15]1[C:19]2[CH:20]=[CH:21][CH:22]=[CH:23][C:18]=2[N:17]=[C:16]1[NH:24][CH:25]1[CH2:30][CH2:29][N:28]([CH2:31][CH2:32][N:33]=[C:34]=[S:35])[CH2:27][CH2:26]1>O1CCCC1>[NH2:7][C:4]1[CH:5]=[CH:6][N:1]=[CH:2][C:3]=1[NH:8][C:34]([NH:33][CH2:32][CH2:31][N:28]1[CH2:29][CH2:30][CH:25]([NH:24][C:16]2[N:15]([CH2:14][C:10]3[O:9][CH:13]=[CH:12][CH:11]=3)[C:19]3[CH:20]=[CH:21][CH:22]=[CH:23][C:18]=3[N:17]=2)[CH2:26][CH2:27]1)=[S:35]. Procedure details: A mixture of 5.4 parts of 3,4-pyridinediamine, 16 parts of 1-(2-furanylmethyl)-N-[1-(2-isothiocyanatoethyl)-4-piperidinyl]-1H-benzimidazol-2-amine and 135 parts of tetrahydrofuran was stirred and refluxed overnight. The reaction mixture was evaporated in vacuo. The residue was purified by column chromatography over silica gel using a mixture of trichloromethane and methanol, saturated with ammonia, (95:5 by volume) as eluent. The pure fractions were collected and the eluent was evaporated, yield... Starting materials: CCC(=O)Cl, CN(C)c1ccncc1, N#CC1(c2cccc(C(=O)Nc3cc(Oc4ccc5nc(N)sc5n4)ccc3F)c2Cl)CC1, O, c1ccncc1. The product is CCC(=O)Nc1nc2ccc(Oc3ccc(F)c(NC(=O)c4cccc(C5(C#N)CC5)c4Cl)c3)nc2s1. RXN SMILES: [C:34]([CH2:35][CH3:36])(=[O:37])[Cl:38].[CH3:40][N:41]([CH3:42])[c:43]1[cH:44][cH:45][n:46][cH:47][cH:48]1.[NH2:1][c:2]1[s:3][c:4]2[n:5][c:6]([O:11][c:12]3[cH:13][cH:14][c:15]([F:33])[c:16]([NH:18][C:19]([c:20]4[c:21]([Cl:31])[c:22]([C:26]5([C:29]#[N:30])[CH2:27][CH2:28]5)[cH:23][cH:24][cH:25]4)=[O:32])[cH:17]3)[cH:7][cH:8][c:9]2[n:10]1.[OH2:39].[cH:49]1[cH:50][cH:51][n:52][cH:53][cH:54]1>>[NH:1]([c:2]1[s:3][c:4]2[n:5][c:6]([O:11][c:12]3[cH:13][cH:14][c:15]([F:33])[c:16]([NH:18][C:19]([c:20]4[c:21]([Cl:31])[c:22]([C:26]5([C:29]#[N:30])[CH2:27][CH2:28]5)[cH:23][cH:24][cH:25]4)=[O:32])[cH:17]3)[cH:7][cH:8][c:9]2[n:10]1)[C:34]([CH2:35][CH3:36])=[O:37].